From a dataset of the Open Reaction Database (ORD), a public repository of structured organic reaction records. describe an organic reaction: reactants, conditions, products, and yield The reactants are CCO, COC(=O)NC(CCOC(F)F)C(=O)OCc1ccccc1. The product is COC(=O)NC(CCOC(F)F)C(=O)O. Reaction SMILES: [CH2:23]([OH:24])[CH3:25].[F:1][CH:2]([O:3][CH2:4][CH2:5][CH:6]([C:7](=[O:8])[O:9][CH2:10][c:11]1[cH:12][cH:13][cH:14][cH:15][cH:16]1)[NH:17][C:18](=[O:19])[O:20][CH3:21])[F:22]>>[F:1][CH:2]([O:3][CH2:4][CH2:5][CH:6]([C:7](=[O:8])[OH:9])[NH:17][C:18](=[O:19])[O:20][CH3:21])[F:22]. The reactants are NC(CC1=CNC2=CC=CC=C12)C(=O)O (DL-tryptophan), S(=O)(Cl)Cl (thionyl chloride), CO (methanol). Yields the product Cl.COC(C(N)CC1=CNC2=CC=CC=C12)=O (DL-tryptophan methylester hydrochloride). RXN SMILES: [NH2:1][CH:2]([C:13]([OH:15])=[O:14])[CH2:3][C:4]1[C:12]2[C:7](=[CH:8][CH:9]=[CH:10][CH:11]=2)[NH:6][CH:5]=1.S(Cl)([Cl:18])=O.[CH3:20]O>>[ClH:18].[CH3:20][O:14][C:13](=[O:15])[CH:2]([CH2:3][C:4]1[C:12]2[C:7](=[CH:8][CH:9]=[CH:10][CH:11]=2)[NH:6][CH:5]=1)[NH2:1] |f:3.4|. Reported procedure: 50 g of DL-tryptophan available from Nakarai Chemicals, Kyoto, Japan, was suspended in 500 ml of methanol and 40 ml of thionyl chloride was dropwise added thereto while vigorously stirring. The reaction was exothermic and the reaction mixture was allowed to be refluxed for 10 hours while stirring. Then, the solvent was distilled off and the resultant residue was washed with diethylether. Thus, DL-tryptophan methylester hydrochloride was obtained in the form of white crystals.